This data is from the Open Reaction Database (ORD), a public repository of structured organic reaction records. The task is: describe an organic reaction: reactants, conditions, products, and yield The reactants are Clc1cc(Br)ccc1CNCc1ccccc1, ClCCl, c1ccncc1, O=C(Cl)Cc1cccs1. The product is O=C(Cc1cccs1)N(Cc1ccccc1)Cc1ccc(Br)cc1Cl. RXN SMILES: [CH2:1]([c:2]1[cH:3][cH:4][cH:5][cH:6][cH:7]1)[NH:8][CH2:9][c:10]1[c:11]([Cl:17])[cH:12][c:13]([Br:16])[cH:14][cH:15]1.[Cl:33][CH2:34][Cl:35].[cH:18]1[cH:19][cH:20][n:21][cH:22][cH:23]1.[s:24]1[c:25]([CH2:29][C:30](=[O:31])[Cl:32])[cH:26][cH:27][cH:28]1>>[CH2:1]([c:2]1[cH:3][cH:4][cH:5][cH:6][cH:7]1)[N:8]([CH2:9][c:10]1[c:11]([Cl:17])[cH:12][c:13]([Br:16])[cH:14][cH:15]1)[C:30]([CH2:29][c:25]1[s:24][cH:28][cH:27][cH:26]1)=[O:31]. Reactants: C(C)(=O)OCC (ethyl acetate), SC=1C(=CC=2CCCCC2C1)C#N (3-mercapto-5,6,7,8-tetrahydronaphthalene-2-carbonitrile), ClCC(=O)C1=C(C=C(C=C1)Cl)Cl (2,2′,4′-trichloroacetophenone), [OH-].[K+] (potassium hydroxide). Run in O (water), CN(C=O)C (N,N-dimethylformamide). Reaction conditions: temperature 80 celsius, time 16 hour. Product: NC=1C2=C(SC1C(=O)C1=C(C=C(C=C1)Cl)Cl)C=C1CCCCC1=C2 ((3-amino-5,6,7,8-tetrahydronaphtho[2,3-b]thiophen-2-yl)-(2,4-dichlorophenyl)methanone). The yield is 38.4%. Reaction SMILES: [SH:1][C:2]1[C:3]([C:12]#[N:13])=[CH:4][C:5]2[CH2:6][CH2:7][CH2:8][CH2:9][C:10]=2[CH:11]=1.Cl[CH2:15][C:16]([C:18]1[CH:23]=[CH:22][C:21]([Cl:24])=[CH:20][C:19]=1[Cl:25])=[O:17].[OH-].[K+].C(OCC)(=O)C>CN(C)C=O.O>[NH2:13][C:12]1[C:3]2[CH:4]=[C:5]3[C:10]([CH2:9][CH2:8][CH2:7][CH2:6]3)=[CH:11][C:2]=2[S:1][C:15]=1[C:16]([C:18]1[CH:23]=[CH:22][C:21]([Cl:24])=[CH:20][C:19]=1[Cl:25])=[O:17] |f:2.3|. Procedure details: To a solution of crude 3-mercapto-5,6,7,8-tetrahydronaphthalene-2-carbonitrile (121 mg, 0.64 mmol) and 2,2′,4′-trichloroacetophenone (143 mg, 0.64 mmol, 1.0 eq) in anhydrous N,N-dimethylformamide (5 mL) was added powdered potassium hydroxide (177 mg, 1.28 mmol, 2.0 eq). The reaction mixture was stirred under argon at 80° C. for 16 h. The brown reaction mixture was cooled and poured into ethyl acetate and water. The organic layer was washed with water, brine, and dried over magnesium sulfate. The...